This data is from the Open Reaction Database (ORD), a public repository of structured organic reaction records. The task is: describe an organic reaction: reactants, conditions, products, and yield Run at time 17 hour. The product is C(C)(=O)N[C@H]1C[C@@H](OC)O[C@H]([C@H]1OCC)C (methyl 3-acetamido-2,3,6-trideoxy-4-O-ethyl-β-L-lyxohexopyranoside). RXN SMILES: [C:1]([NH:4][C@@H:5]1[C@H:12]([OH:13])[C@H:11]([CH3:14])[O:10][C@H:7]([O:8][CH3:9])[CH2:6]1)(=[O:3])[CH3:2].[CH2:15](I)[CH3:16]>CN(C)C=O.[Ag]=O>[C:1]([NH:4][C@@H:5]1[C@H:12]([O:13][CH2:15][CH3:16])[C@H:11]([CH3:14])[O:10][C@H:7]([O:8][CH3:9])[CH2:6]1)(=[O:3])[CH3:2]. Reported procedure: 5.0 g of methyl 3-acetamido-2,3,6-trideoxy-β-L-lyxohexopyranoside were heated at 45° C. in the dark in a mixture of 25 ml of ethyl iodide and 20 ml of dimethylformamide containing 10 g of silver oxide. After 17 hours, the mixture was filtered through Celite and the filtrate was evaporated. The gum obtained was purified by column chromatography to give 3.4 g of methyl 3-acetamido-2,3,6-trideoxy-4-O-ethyl-β-L-lyxohexopyranoside in the form of colourless crystals of melting point 199°-200° C.; [α]D... Reagents/catalysts: [Ag]=O (silver oxide). Starting materials: C(C)(=O)N[C@H]1C[C@@H](OC)O[C@H]([C@H]1O)C (methyl 3-acetamido-2,3,6-trideoxy-β-L-lyxohexopyranoside), C(C)I (ethyl iodide). The solvent is CN(C=O)C (dimethylformamide). The reactants are C(C1=CC(C#N)=CC=C1)#N (isopthalonitrile), liquid, N (ammonia), [H][H] (hydrogen), CC=1C=C(CN)C=CC1 (3-methylbenzylamine). Reagents/catalysts: [Ru] (ruthenium). Yields the product C1(=CC(=CC=C1)CN)CN (metaxylylenediamine). Reaction SMILES: [C:1](#[N:10])[C:2]1[CH:9]=[CH:8][CH:7]=[C:4]([C:5]#[N:6])[CH:3]=1.N.[H][H].CC1C=C(C=CC=1)CN>[Ru]>[C:2]1([CH2:1][NH2:10])[CH:9]=[CH:8][CH:7]=[C:4]([CH2:5][NH2:6])[CH:3]=1. Procedure: 5 g of alumina powder containing 5% by weight of ruthenium, 26.8 g of isopthalonitrile and 30 g of liquid ammonia were charged into an autoclave having a net capacity of 200 cc, provided with an electromagnetic stirrer, and subjected to reaction at a reaction temperature of 140° C. and a reaction pressure of 150 kg/cm2 for 60 minutes by continuously supplying hydrogen to the autoclave. As a result of analysis of the reaction product liquid, it was found that the yield of 1,3-BAC was 87.8% and 3-... Reactants: C(C)(C)(C)N1N=C(C=C1CCC)CCC=O (3-(1-tert-butyl-5-propyl-1H-pyrazol-3-yl)propanal), [BH-](OC(=O)C)(OC(=O)C)OC(=O)C.[Na+] (NaBH(OAc)3), ClC=1C=C(C=CC1Cl)N1CCNCC1 (1-(3,4-dichlorophenyl)piperazine), CCN(C(C)C)C(C)C (DIPEA). Product: C(C)(C)(C)N1N=C(C=C1CCC)CCCN1CCN(CC1)C1=CC(=C(C=C1)Cl)Cl (1-(3-(1-tert-butyl-5-propyl-1H-pyrazol-3-yl)propyl)-4-(3,4-dichlorophenyl)piperazine). RXN SMILES: [C:1]([N:5]1[C:9]([CH2:10][CH2:11][CH3:12])=[CH:8][C:7]([CH2:13][CH2:14][CH:15]=O)=[N:6]1)([CH3:4])([CH3:3])[CH3:2].[Cl:17][C:18]1[CH:19]=[C:20]([N:25]2[CH2:30][CH2:29][NH:28][CH2:27][CH2:26]2)[CH:21]=[CH:22][C:23]=1[Cl:24].CCN(C(C)C)C(C)C.[BH-](OC(C)=O)(OC(C)=O)OC(C)=O.[Na+]>>[C:1]([N:5]1[C:9]([CH2:10][CH2:11][CH3:12])=[CH:8][C:7]([CH2:13][CH2:14][CH2:15][N:28]2[CH2:27][CH2:26][N:25]([C:20]3[CH:21]=[CH:22][C:23]([Cl:24])=[C:18]([Cl:17])[CH:19]=3)[CH2:30][CH2:29]2)=[N:6]1)([CH3:4])([CH3:3])[CH3:2] |f:3.4|. Procedure: 103 mg (97%) of target compound was obtained by using a method same as in Example 1 by using 3-(1-tert-butyl-5-propyl-1H-pyrazol-3-yl)propanal (50 mg, 0.225 mmol), 1-(3,4-dichlorophenyl)piperazine (52 mg, 0.225 mmol), DIPEA (0.060 mL, 0338 mmol) and NaBH(OAc)3 (143 mg, 0.675 mmol). The reactants are FC(C(=O)NC=1N=C2N(C=C(C=C2)C(C2=CC=CC=C2)=O)C1)(F)F (2-trifluoroacetamido-6-benzoyl-imidazo[1,2-a]pyridine), IN1C(CCC1=O)=O (N-iodosuccinimide). Run in CC#N (CH3CN). Run at time 10 minute. Yields the product FC(C(=O)NC=1N=C2N(C=C(C=C2)C(C2=CC=CC=C2)=O)C1I)(F)F (2-Trifluoroacetamido-3-iodo-6-benzoyl-imidazo[1,2-a]pyridine). Isolated yield 94.4%. Reaction SMILES: [F:1][C:2]([F:24])([F:23])[C:3]([NH:5][C:6]1[N:7]=[C:8]2[CH:13]=[CH:12][C:11]([C:14](=[O:21])[C:15]3[CH:20]=[CH:19][CH:18]=[CH:17][CH:16]=3)=[CH:10][N:9]2[CH:22]=1)=[O:4].[I:25]N1C(=O)CCC1=O>CC#N>[F:24][C:2]([F:1])([F:23])[C:3]([NH:5][C:6]1[N:7]=[C:8]2[CH:13]=[CH:12][C:11]([C:14](=[O:21])[C:15]3[CH:20]=[CH:19][CH:18]=[CH:17][CH:16]=3)=[CH:10][N:9]2[C:22]=1[I:25])=[O:4]. Procedure details: To a solution of 2-trifluoroacetamido-6-benzoyl-imidazo[1,2-a]pyridine (2.0 g, 6.0 mmol) in 50 ml of dry CH3CN cooled at 0° C., was added N-iodosuccinimide (1.35 g, 6.0 mmol) portionwise. The mixture was stirred for 10 minutes. Acetonitrile was removed in vacuo and the residue was dissolved in EtOAc (250 ml), washed with NaHSO3 (40% p/v, 2×200 ml) and NaHCO3 (2×200 ml). The organic layer was dried (Na2SO4) and EtOAc was removed in vacuo to afford 2.60 g (95%) of product as a yellow solid. EIMS, ... The reactants are BrC=1C=CC2=C(C=3N(C4CC2C4)C(=C(N3)C(=O)N)CC3(COC3)C)C1 (10-bromo-3-((3-methyloxetan-3-yl)methyl)-6,7-dihydro-5H-5,7-methanobenzo[c]imidazo[1,2-a]azepine-2-carboxamide), CC1=CC(=NO1)[C@@](C)(C#C)O ((R)-2-(5-methylisoxazol-3-yl)but-3-yn-2-ol). Procedure: Similar to as described in General Procedure E, 10-bromo-3-((3-methyloxetan-3-yl)methyl)-6,7-dihydro-5H-5,7-methanobenzo[c]imidazo[1,2-a]azepine-2-carboxamide was reacted with (R)-2-(5-methylisoxazol-3-yl)but-3-yn-2-ol to give the titled compound. RXN SMILES: Br[C:2]1[CH:3]=[CH:4][C:5]2[CH:11]3[CH2:12][CH:9]([CH2:10]3)[N:8]3[C:13]([CH2:19][C:20]4([CH3:24])[CH2:23][O:22][CH2:21]4)=[C:14]([C:16]([NH2:18])=[O:17])[N:15]=[C:7]3[C:6]=2[CH:25]=1.[CH3:26][C:27]1[O:31][N:30]=[C:29]([C@:32]([OH:36])([C:34]#[CH:35])[CH3:33])[CH:28]=1>>[OH:36][C@:32]([C:29]1[CH:28]=[C:27]([CH3:26])[O:31][N:30]=1)([CH3:33])[C:34]#[C:35][C:2]1[CH:3]=[CH:4][C:5]2[CH:11]3[CH2:10][CH:9]([CH2:12]3)[N:8]3[C:13]([CH2:19][C:20]4([CH3:24])[CH2:23][O:22][CH2:21]4)=[C:14]([C:16]([NH2:18])=[O:17])[N:15]=[C:7]3[C:6]=2[CH:25]=1. Product: O[C@@](C#CC=1C=CC2=C(C=3N(C4CC2C4)C(=C(N3)C(=O)N)CC3(COC3)C)C1)(C)C1=NOC(=C1)C ((R)-10-(3-hydroxy-3-(5-methylisoxazol-3-yl)but-1-yn-1-yl)-3-((3-methyloxetan-3-yl)methyl)-6,7-dihydro-5H-5,7-methanobenzo[c]imidazo[1,2-a]azepine-2-carboxamide). Reactants: COC1=CC2=C(NC(=N2)SC2=C(C=CC(=C2)OC)[N+](=O)[O-])C=C1OC (5,6-Dimethoxy-2-(5-methoxy-2-nitrophenylthio)-1H-benzimidazole), [Cl-].[NH4+] (ammonium chloride), C(C)O (ethanol), O (water). Reagents/catalysts: [Fe] (iron). Run in CCOCC (ether). Yields the product COC1=CC2=C(NC(=N2)SC2=C(C=CC(=C2)OC)N)C=C1OC (2-[-5,6-Dimethoxy-2-1H-benzimidazolylthio]-4-methoxy benzenamine). As a reaction SMILES: [CH3:1][O:2][C:3]1[C:23]([O:24][CH3:25])=[CH:22][C:6]2[NH:7][C:8]([S:10][C:11]3[CH:16]=[C:15]([O:17][CH3:18])[CH:14]=[CH:13][C:12]=3[N+:19]([O-])=O)=[N:9][C:5]=2[CH:4]=1.[Cl-].[NH4+].C(O)C.O>[Fe].CCOCC>[CH3:1][O:2][C:3]1[C:23]([O:24][CH3:25])=[CH:22][C:6]2[NH:7][C:8]([S:10][C:11]3[CH:16]=[C:15]([O:17][CH3:18])[CH:14]=[CH:13][C:12]=3[NH2:19])=[N:9][C:5]=2[CH:4]=1 |f:1.2|. Procedure details: The product of step (a) above (6.3 g), iron powder (6.3 g) and ammonium chloride (6.3 g) were stirred together with ethanol (63 ml) and water (120 ml) and heated under reflux for 1 hour. The hot mixture was filtered and the residue washed with hot ethyl acetate (500 ml). The combined filtrates were separated and the aqueous phase extracted with ethyl acetate. The combined ethyl acetate extracts were washed with water and brine, then dried and evaporated to leave a foam. Upon trituration with eth...